Dataset: the Open Reaction Database (ORD), a public repository of structured organic reaction records. Task: describe an organic reaction: reactants, conditions, products, and yield Starting materials: C(=O)NCC(=O)OCC (ethyl formylaminomethyl-carboxylate), C1(CC1)C(N)=NO (cyclopropyl carboxamide oxime), Na. Run in CCO (EtOH). Product: C1(CC1)C1=NOC(=N1)CNC=O (3-cyclopropyl-5-formylaminomethyl-1,2,4-oxadiazole). As a reaction SMILES: [CH:1]([NH:3][CH2:4][C:5]([O:7]CC)=O)=[O:2].[CH:10]1([C:13](=[N:15]O)[NH2:14])[CH2:12][CH2:11]1>CCO>[CH:10]1([C:13]2[N:15]=[C:5]([CH2:4][NH:3][CH:1]=[O:2])[O:7][N:14]=2)[CH2:12][CH2:11]1. Reported procedure: A solution of ethyl formylaminomethyl-carboxylate (150 mmol) and cyclopropyl carboxamide oxime (100 mmol) in 100% EtOH (100 ml) was charged with Na (200 mg) and crushed molecular sieve (4Å) (10 g). The mixture thus obtained was stirred and heated to reflux for 8 hours. The mixture was cooled to room temperature, filtered through filter aid and the filtrate was evaporated in vacuo. The oily residue was partitionated into a CHCl3 phase which was dried with Na2SO4 and evaporated. Starting materials: ClC=1C(=C(C=CC1)I)F (3-chloro-2-fluoroiodobenzene), C1(=CC=CC=C1)P(C1=CC=CC=C1)C1=CC=CC=C1 (triphenylphosphine), C(C#C)O (propargyl alcohol), C(C)(C)N(CC)C(C)C (diisopropylethylamine). Reagents/catalysts: [Cu]I (copper(I) iodide), C1=CC=C(C=C1)/C=C/C(=O)/C=C/C2=CC=CC=C2.C1=CC=C(C=C1)/C=C/C(=O)/C=C/C2=CC=CC=C2.C1=CC=C(C=C1)/C=C/C(=O)/C=C/C2=CC=CC=C2.C(Cl)(Cl)Cl.[Pd].[Pd] (tris(dibenzylideneacetone)dipalladium(0) chloroform adduct). Solvent: [Cl-].[Na+].O (brine), O1CCCC1 (tetrahydrofuran). Reaction conditions: time 8 hour. Yields the product ClC=1C(=C(C=CC1)C#CCO)F (3-(3-chloro-2-fluorophenyl)-2-propyne-1-ol). Reaction SMILES: [Cl:1][C:2]1[C:3]([F:9])=[C:4](I)[CH:5]=[CH:6][CH:7]=1.C1(P(C2C=CC=CC=2)C2C=CC=CC=2)C=CC=CC=1.[CH2:29]([OH:32])[C:30]#[CH:31].C(N(C(C)C)CC)(C)C>[Cl-].[Na+].O.[Cu]I.C1C=CC(/C=C/C(/C=C/C2C=CC=CC=2)=O)=CC=1.C1C=CC(/C=C/C(/C=C/C2C=CC=CC=2)=O)=CC=1.C1C=CC(/C=C/C(/C=C/C2C=CC=CC=2)=O)=CC=1.C(Cl)(Cl)Cl.[Pd].[Pd].O1CCCC1>[Cl:1][C:2]1[C:3]([F:9])=[C:4]([C:31]#[C:30][CH2:29][OH:32])[CH:5]=[CH:6][CH:7]=1 |f:4.5.6,8.9.10.11.12.13|. Procedure: A mixture of 3-chloro-2-fluoroiodobenzene (5.00 g), copper(I) iodide (74.3 mg), triphenylphosphine (256 mg), tris(dibenzylideneacetone)dipalladium(0) chloroform adduct (404 mg), propargyl alcohol (1.27 ml), diisopropylethylamine (13.6 ml) and tetrahydrofuran (90 ml) was stirred at room temperature for 8 hr. The reaction mixture was added to brine, and the mixture was extracted with ethyl acetate, washed with saturated brine, and dried over anhydrous magnesium sulfate. The solvent was evaporated ... Reactants: Cl.O1CCN(CC1)C1=C(N)C=CC=C1 (2-morpholinoaniline hydrochloride), C1=C(C=CC=C1O)C (m-cresol), CN(C#N)C (dimethylcyanamide), [OH-].[Na+] (sodium hydroxide), ice. The solvent is O (Water). Conditions: temperature 100 celsius. Yields the product CN(C(=NC1=C(C=CC=C1)N1CCOCC1)N)C (1,1-dimethyl-2-(2-morpholinophenyl)guanidine). As a reaction SMILES: Cl.[O:2]1[CH2:7][CH2:6][N:5]([C:8]2[CH:14]=[CH:13][CH:12]=[CH:11][C:9]=2[NH2:10])[CH2:4][CH2:3]1.C1C(O)=CC=CC=1C.[CH3:23][N:24]([CH3:27])[C:25]#[N:26].[OH-].[Na+]>O>[CH3:23][N:24]([CH3:27])[C:25]([NH2:26])=[N:10][C:9]1[CH:11]=[CH:12][CH:13]=[CH:14][C:8]=1[N:5]1[CH2:4][CH2:3][O:2][CH2:7][CH2:6]1 |f:0.1,4.5|. Procedure details: A mixture of 2-morpholinoaniline hydrochloride (19.2 g), m-cresol (80 ml) and dimethylcyanamide (9.45 g) was heated at 100° C. for five hours, cooled and added to a mixture of 40% aqueous sodium hydroxide solution (300 ml) and ice (300 g). Water (300 ml) was added and the resulting solid separated by filtration, washed with water and dissolved in dichloromethane. The solution was dried and the solvent removed to give a residue which was recrystallised from hexane to give 1,1-dimethyl-2-(2-morpho... Run in C1CCOC1 (THF), C1CCOC1 (THF). The product is C(C)(C)(C)OC(N[C@H](C)C(NC1=CC(=C(C(=C1)Cl)F)Cl)=O)=O ([(R)-1-(3,5-Dichloro-4-fluoro-phenylcarbamoyl)-ethyl]-carbamic acid tert-butyl ester), M-t-Bu. Reaction conditions: temperature 20 celsius, time 30 minute. The reactants are C(C)(C)(C)OC(=O)N[C@@H](C(=O)O)C ((R)-2-tert-butoxycarbonylamino-propionic acid), ClC(=O)OCC(C)C (Isobutyl chloroformate), ClC=1C=C(C=C(C1F)Cl)N (3,5-dichloro-4-fluoro-phenylamine), CN1CCOCC1 (N-methyl-morpholine). Procedure details: To a cooled (−20° C.) solution of (R)-2-tert-butoxycarbonylamino-propionic acid (57.2 g, 302 mmol) in anhydrous THF (582 mL) was added N-methyl-morpholine (34.9 mL, 317 mmol) at a rate to keep the internal temperature at −15° C. Isobutyl chloroformate (42.0 mL, 317 mmol) was then added over a 20 min period and the resulting mixture was stirred for 30 min. A solution of 3,5-dichloro-4-fluoro-phenylamine (54.4 g, 302 mmol) in THF (160 mL) was then added over 40 min. The reaction mixture was warmed... Reaction SMILES: [C:1]([O:5][C:6]([NH:8][C@H:9]([CH3:13])[C:10]([OH:12])=O)=[O:7])([CH3:4])([CH3:3])[CH3:2].CN1CCOCC1.ClC(OCC(C)C)=O.[Cl:29][C:30]1[CH:31]=[C:32]([NH2:38])[CH:33]=[C:34]([Cl:37])[C:35]=1[F:36]>C1COCC1>[C:1]([O:5][C:6](=[O:7])[NH:8][C@@H:9]([C:10](=[O:12])[NH:38][C:32]1[CH:31]=[C:30]([Cl:29])[C:35]([F:36])=[C:34]([Cl:37])[CH:33]=1)[CH3:13])([CH3:2])([CH3:3])[CH3:4]. Reactants: [Cl-].[NH4+] (ammonium chloride), C[Si](C)(C)[N-][Si](C)(C)C.[Li+] (lithium bis(trimethylsilyl)amide), O=C1N(C(C2=CC=CC=C12)=O)C1C(N(C(CC1)=O)C(=O)OC(C)(C)C)=O (1,3-dioxo-2-(1-tert-butoxycarbonyl-2,6-dioxopiperidin-3-yl)isoindoline), C1=CC=C(C=C1)S(=O)(=O)N(F)S(=O)(=O)C2=CC=CC=C2 (N-fluorobenzenesulfonimide). Run in O (water), C(C)(=O)OCC (ethyl acetate), O1CCCC1 (tetrahydrofuran). Run at time 1 hour. Yields the product O=C1N(C(C2=CC=CC=C12)=O)C1(C(N(C(CC1)=O)C(=O)OC(C)(C)C)=O)F (1,3-dioxo-2-(1-tert-butoxycarbonyl-2,6-dioxo-3-fluoropiperidin-3-yl)isoindoline). Reaction SMILES: C[Si]([N-][Si](C)(C)C)(C)C.[Li+].[O:11]=[C:12]1[C:20]2[C:15](=[CH:16][CH:17]=[CH:18][CH:19]=2)[C:14](=[O:21])[N:13]1[CH:22]1[CH2:27][CH2:26][C:25](=[O:28])[N:24]([C:29]([O:31][C:32]([CH3:35])([CH3:34])[CH3:33])=[O:30])[C:23]1=[O:36].C1C=CC(S(N(S(C2C=CC=CC=2)(=O)=O)[F:47])(=O)=O)=CC=1.[Cl-].[NH4+]>O1CCCC1.O.C(OCC)(=O)C>[O:21]=[C:14]1[C:15]2[C:20](=[CH:19][CH:18]=[CH:17][CH:16]=2)[C:12](=[O:11])[N:13]1[C:22]1([F:47])[CH2:27][CH2:26][C:25](=[O:28])[N:24]([C:29]([O:31][C:32]([CH3:33])([CH3:35])[CH3:34])=[O:30])[C:23]1=[O:36] |f:0.1,4.5|. Procedure details: In a similar fashion, lithium bis(trimethylsilyl)amide (24 mL, 24 mmol, 1.0 M) is added to a stirred solution of 1,3-dioxo-2-(1-tert-butoxycarbonyl-2,6-dioxopiperidin-3-yl)isoindoline(7.16 g, 20 mmol) in tetrahydrofuran (250 mL) at -40° C. After 1 hour, N-fluorobenzenesulfonimide (7.6 g, 24 mmol) is added to the mixture. The mixture is allowed to reach room temperature and kept overnight. The solution is stirred with ethyl acetate (200 mL), aqueous ammonium chloride (100 ml, sat), and water (100... As a reaction SMILES: [CH2:1]([N:13]1[CH2:17][C@@H:16]([O:18][C:19]2[CH:24]=[CH:23][C:22]([CH2:25][CH2:26][CH:27]([OH:32])[C:28]([F:31])([F:30])[F:29])=[CH:21][CH:20]=2)[CH2:15][C@H:14]1[C:33]([O:35][CH3:36])=[O:34])[CH2:2][CH2:3][CH2:4][CH2:5][CH2:6][CH2:7][CH2:8][CH2:9][CH2:10][CH2:11][CH3:12].C(N(CCCC(OCC)=O)CCOC1C=CC(CCC(=O)C(F)(F)F)=CC=1)CCCCCCCCCCC>>[CH2:1]([N:13]1[CH2:17][C@@H:16]([O:18][C:19]2[CH:20]=[CH:21][C:22]([CH2:25][CH2:26][C:27](=[O:32])[C:28]([F:29])([F:31])[F:30])=[CH:23][CH:24]=2)[CH2:15][C@H:14]1[C:33]([O:35][CH3:36])=[O:34])[CH2:2][CH2:3][CH2:4][CH2:5][CH2:6][CH2:7][CH2:8][CH2:9][CH2:10][CH2:11][CH3:12]. Product: C(CCCCCCCCCCC)N1[C@@H](C[C@@H](C1)OC1=CC=C(C=C1)CCC(C(F)(F)F)=O)C(=O)OC ((2S, 4S)-1-N-Dodecyl-4-[4-(3-oxo-4,4,4-trifluorobut-1-yl)phenoxy]pyrrolidine-2-carboxylic Acid, Methyl Ester). Starting materials: C(CCCCCCCCCCC)N1[C@@H](C[C@@H](C1)OC1=CC=C(C=C1)CCC(C(F)(F)F)O)C(=O)OC ((2S, 4S)-1-N-Dodecyl-4-[4-[3-hydroxy-4,4,4-trifluorobutyl]phenoxy]pyrrolidine-2-carboxylic Acid, Methyl Ester), C(CCCCCCCCCCC)N(CCOC1=CC=C(C=C1)CCC(C(F)(F)F)=O)CCCC(=O)OCC (4-[N-dodecyl-N-[2-[4-(3-oxo-4,4,4-trifluorobut-1-yl)phenoxy]ethyl]amino]butanoic acid, ethyl ester). Yield: 64.2%. Procedure: (2S, 4S)-1-N-Dodecyl-4-[4-[3-hydroxy-4,4,4-trifluorobutyl]phenoxy]pyrrolidine-2-carboxylic Acid, Methyl Ester (425 mg, 0.825 mmol) was oxidized as described in the preparation of 4-[N-dodecyl-N-[2-[4-(3-oxo-4,4,4-trifluorobut-1-yl)phenoxy]ethyl]amino]butanoic acid, ethyl ester and afforded the title compound (272 mg, 64%) as a pale yellow oil. The reactants are O=C(CBr)c1ccccc1, CC1(C)NC(=O)N(C(=O)c2cccc3ccccc23)C1=O, CCOC(C)=O, [H-], [Na+], CN(C)C=O. Product: CC1(C)C(=O)N(C(=O)c2cccc3ccccc23)C(=O)N1CC(=O)c1ccccc1. As a reaction SMILES: [Br:24][CH2:25][C:26](=[O:27])[c:28]1[cH:29][cH:30][cH:31][cH:32][cH:33]1.[CH3:1][C:2]1([CH3:21])[C:3](=[O:20])[N:4]([C:8](=[O:9])[c:10]2[cH:11][cH:12][cH:13][c:14]3[cH:15][cH:16][cH:17][cH:18][c:19]23)[C:5](=[O:7])[NH:6]1.[CH3:34][CH2:35][O:36][C:37](=[O:38])[CH3:39].[H-:22].[Na+:23].[O:40]=[CH:41][N:42]([CH3:43])[CH3:44]>>[CH3:1][C:2]1([CH3:21])[C:3](=[O:20])[N:4]([C:8](=[O:9])[c:10]2[cH:11][cH:12][cH:13][c:14]3[cH:15][cH:16][cH:17][cH:18][c:19]23)[C:5](=[O:7])[N:6]1[CH2:25][C:26](=[O:27])[c:28]1[cH:29][cH:30][cH:31][cH:32][cH:33]1.